Dataset: the Open Reaction Database (ORD), a public repository of structured organic reaction records. Task: describe an organic reaction: reactants, conditions, products, and yield Reactants: ClC=1C=NC2=CC=C(N=C2C1OS(=O)(=O)C(F)(F)F)OC (trifluoromethanesulfonic acid 3-chloro-6-methoxy-[1,5]naphthyridin-4-yl ester), C(C=C)[Sn](CCCC)(CCCC)CCCC (allyltributylstannane). Run in CN(C)C=O (DMF). Run at temperature 100 celsius, time 4 hour. Product: C(C=C)C=1C(=CN=C2C=CC(=NC12)OC)Cl (8-allyl-7-chloro-2-methoxy-[1,5]naphthyridine). The yield is 77.0%. As a reaction SMILES: [Cl:1][C:2]1[CH:3]=[N:4][C:5]2[C:10]([C:11]=1OS(C(F)(F)F)(=O)=O)=[N:9][C:8]([O:20][CH3:21])=[CH:7][CH:6]=2.[CH2:22]([Sn](CCCC)(CCCC)CCCC)[CH:23]=[CH2:24]>CN(C=O)C>[CH2:24]([C:11]1[C:2]([Cl:1])=[CH:3][N:4]=[C:5]2[C:10]=1[N:9]=[C:8]([O:20][CH3:21])[CH:7]=[CH:6]2)[CH:23]=[CH2:22]. Procedure: A flask charged with trifluoromethanesulfonic acid 3-chloro-6-methoxy-[1,5]naphthyridin-4-yl ester (1.50 g; prepared according to WO 2004/058144), allyltributylstannane (1.68 g) and DMF was degassed with N2. The reaction mixture was treated with LiCl (695 mg) and Pd(PPh3)4 (126 mg) and further stirred at 100° C. for 4 h. After cooling, the mixture was poured into 10% aq. NH4OH and EA, the aq. layer was extracted with EA and the combined org. layers were washed with water (2×) and brine, dried ov... The reactants are N1=CC=CC=C1 (Pyridine), OC1CC=C(C1=O)CCCCCCC(=O)OC (methyl (±)-7-[4-hydroxy-5-oxocyclopent-1-enyl]heptanoate), O1CCCC=C1 (2,3-dihydropyran), O1CCCC=C1 (2,3-dihydropyran). The reagents and catalysts are C1(=CC=C(C=C1)S(=O)(=O)O)C (p-toluenesulphonic acid). Run in ClCCl (dichloromethane), ClCCl (dichloromethane). Conditions: time 1 hour. Product: O1C(CCCC1)OC1CC=C(C1=O)CCCCCCC(=O)OC (methyl (±)-7-[4-(2-tetrahydropyranyloxy)-5-oxocyclopent-1-enyl]heptanoate). RXN SMILES: [OH:1][CH:2]1[C:6](=[O:7])[C:5]([CH2:8][CH2:9][CH2:10][CH2:11][CH2:12][CH2:13][C:14]([O:16][CH3:17])=[O:15])=[CH:4][CH2:3]1.[O:18]1[CH:23]=[CH:22][CH2:21][CH2:20][CH2:19]1.N1C=CC=CC=1>ClCCl.C1(C)C=CC(S(O)(=O)=O)=CC=1>[O:18]1[CH2:23][CH2:22][CH2:21][CH2:20][CH:19]1[O:1][CH:2]1[C:6](=[O:7])[C:5]([CH2:8][CH2:9][CH2:10][CH2:11][CH2:12][CH2:13][C:14]([O:16][CH3:17])=[O:15])=[CH:4][CH2:3]1. Reported procedure: A solution of p-toluenesulphonic acid (20 mg) in dry dichloromethane (5 ml) was added, dropwise, to a stirred mixture of methyl (±)-7-[4-hydroxy-5-oxocyclopent-1-enyl]-hepatanoate (1.2 g; prepared as described in Example 3) and 2,3-dihydropyran in dry dichloromethane (20 ml), with cooling to maintain the temperature below 30° C. After one hour, a further quantity of 2,3-dihydropyran (0.3 g) was added dropwise, and the mixture was stirred for one hour further. Pyridine (100 mg) was added, and the... Starting materials: ClC1=C(C=CC=C1)C(=O)N1CC(NCC1)=O (4-[(2-chlorophenyl)carbonyl]-2-piperazinone), F[B-](F)(F)F.C(C)[O+](CC)CC (triethyloxonium tetrafluoroborate). Solvent: ClCCl (dichloromethane). Reaction conditions: temperature 25 celsius, time 16 hour. Yields the product ClC1=C(C=CC=C1)C(=O)N1CC(NCC1)OCC (1-[(2-Chlorophenyl)carbonyl]-3-(ethyloxy)piperazine). Reaction SMILES: [Cl:1][C:2]1[CH:7]=[CH:6][CH:5]=[CH:4][C:3]=1[C:8]([N:10]1[CH2:15][CH2:14][NH:13][C:12](=[O:16])[CH2:11]1)=[O:9].F[B-](F)(F)F.[CH2:22]([O+](CC)CC)[CH3:23]>ClCCl>[Cl:1][C:2]1[CH:7]=[CH:6][CH:5]=[CH:4][C:3]=1[C:8]([N:10]1[CH2:15][CH2:14][NH:13][CH:12]([O:16][CH2:22][CH3:23])[CH2:11]1)=[O:9] |f:1.2|. Reported procedure: 4-[(2-chlorophenyl)carbonyl]-2-piperazinone (I4) (676 mg, 2.83 mmol) was dissolved in dichloromethane (DCM) (10 mL) and was treated with triethyloxonium tetrafluoroborate (628 mg, 3.31 mmol). The solution was stirred at 25° C. for 16 hr and the solution partitioned between ethyl acetate (25 mL) and saturated sodium bicarbonate solution (25 mL). The aqueous phase was extracted with ethyl acetate (3×25 mL), combined extracts were washed with brine (25 mL), dried over anhydrous sodium sulfate and c... The reactants are [Cl-], [H-], [NH4+], [Na+], CN(C)C=O, OCCn1ccc2c(OCc3ccccc3)cccc21, BrCCCc1ccccc1. The product is c1ccc(CCCOCCn2ccc3c(OCc4ccccc4)cccc32)cc1. RXN SMILES: [Cl-:33].[H-:1].[NH4+:34].[Na+:2].[O:35]=[CH:36][N:37]([CH3:38])[CH3:39].[OH:3][CH2:4][CH2:5][n:6]1[cH:7][cH:8][c:9]2[c:10]([O:15][CH2:16][c:17]3[cH:18][cH:19][cH:20][cH:21][cH:22]3)[cH:11][cH:12][cH:13][c:14]12.[c:23]1([CH2:29][CH2:30][CH2:31][Br:32])[cH:24][cH:25][cH:26][cH:27][cH:28]1>>[O:3]([CH2:4][CH2:5][n:6]1[cH:7][cH:8][c:9]2[c:10]([O:15][CH2:16][c:17]3[cH:18][cH:19][cH:20][cH:21][cH:22]3)[cH:11][cH:12][cH:13][c:14]12)[CH2:31][CH2:30][CH2:29][c:23]1[cH:24][cH:25][cH:26][cH:27][cH:28]1. Reactants: C(CCC)[SnH](CCCC)CCCC (tributyltin hydride), C(CCC)[Li] (n-butyl lithium), C(CCC)[Li] (n-butyl lithium), C(C)(C)NC(C)C (diisopropylamine), C=O (paraformaldehyde). Run in O1CCCC1 (tetrahydrofuran), O (water). Reaction conditions: temperature -78 celsius, time 30 minute. The product is C(CCC)[Sn](CCCC)(CCCC)CO (Tributylstannyl-methanol). Isolated yield 197.2%. As a reaction SMILES: C(NC(C)C)(C)C.C([Li])CCC.[CH2:13]([SnH:17]([CH2:22][CH2:23][CH2:24][CH3:25])[CH2:18][CH2:19][CH2:20][CH3:21])[CH2:14][CH2:15][CH3:16].[CH2:26]=[O:27]>O.O1CCCC1>[CH2:22]([Sn:17]([CH2:26][OH:27])([CH2:13][CH2:14][CH2:15][CH3:16])[CH2:18][CH2:19][CH2:20][CH3:21])[CH2:23][CH2:24][CH3:25]. Reported procedure: To a mixture of diisopropylamine (62 mL, 0.44 mol) and tetrahydrofuran (1000 mL) were added dropweise n-butyl lithium (2.6 M n-hexane solution, 100 mL, 0.26 mol) and n-butyl lithium (1.6 M n-hexane solution, 95 mL, 0.15 mol) at −78° C., and then the reaction mixture was stirred for 30 minutes. To this mixture was added dropwise tributyltin hydride (100 mL, 0.37 mol) at −78° C., and then the reaction mixture was stirred for 60 minutes at 0° C. The reaction mixture was cooled to −78° C., after whi... Starting materials: CC(=O)O, CCOCC, ClCCl, O, OO, CCOC(=O)c1sc2cc(OCc3cccnc3)ccc2c1Sc1ccccc1. Product: CCOC(=O)c1sc2cc(OCc3cccnc3)ccc2c1S(=O)(=O)c1ccccc1. RXN SMILES: [CH3:36][C:37]([OH:38])=[O:39].[CH3:40][CH2:41][O:42][CH2:43][CH3:44].[Cl:33][CH2:34][Cl:35].[OH2:3].[OH:1][OH:2].[c:4]1([S:10][c:11]2[c:12]3[c:13]([s:14][c:15]2[C:16](=[O:17])[O:18][CH2:19][CH3:20])[cH:21][c:22]([O:25][CH2:26][c:27]2[cH:28][n:29][cH:30][cH:31][cH:32]2)[cH:23][cH:24]3)[cH:5][cH:6][cH:7][cH:8][cH:9]1>>[O:3]=[S:10]([c:4]1[cH:5][cH:6][cH:7][cH:8][cH:9]1)([c:11]1[c:12]2[c:13]([s:14][c:15]1[C:16](=[O:17])[O:18][CH2:19][CH3:20])[cH:21][c:22]([O:25][CH2:26][c:27]1[cH:28][n:29][cH:30][cH:31][cH:32]1)[cH:23][cH:24]2)=[O:38].